Dataset: the Open Reaction Database (ORD), a public repository of structured organic reaction records. Task: describe an organic reaction: reactants, conditions, products, and yield The reactants are C(C1=CC=CC=C1)OC(=O)N[C@H](CO)CCO ((S)—N-(benzyloxycarbonyl)-2-aminobutane-1,4-diol), COC(=C)C (2-methoxypropene). Reagents/catalysts: O.C1(=CC=C(C=C1)S(=O)(=O)O)C (toluene-4-sulfonic acid monohydrate). Solvent: COC(C)(C)OC (2,2-dimethoxypropane). Reaction conditions: time 64 hour. The product is C(C1=CC=CC=C1)OC(=O)N1C(OC[C@@H]1CCO)(C)C ((S)-4-(2-Hydroxy-ethyl)-2,2-dimethyl-oxazolidine-3-carboxylic acid benzyl ester). Yield: 95.6%. Reaction SMILES: [CH2:1]([O:8][C:9]([NH:11][C@@H:12]([CH2:15][CH2:16][OH:17])[CH2:13][OH:14])=[O:10])[C:2]1[CH:7]=[CH:6][CH:5]=[CH:4][CH:3]=1.CO[C:20]([CH3:22])=[CH2:21]>COC(OC)(C)C.O.C1(C)C=CC(S(O)(=O)=O)=CC=1>[CH2:1]([O:8][C:9]([N:11]1[C@@H:12]([CH2:15][CH2:16][OH:17])[CH2:13][O:14][C:20]1([CH3:22])[CH3:21])=[O:10])[C:2]1[CH:3]=[CH:4][CH:5]=[CH:6][CH:7]=1 |f:3.4|. Reported procedure: A solution of (S)—N-(benzyloxycarbonyl)-2-aminobutane-1,4-diol (8.00 g, 33.4 mmol) and toluene-4-sulfonic acid monohydrate (318 mg, 1.67 mmol) in 2,2-dimethoxypropane (320 mL) was stirred at room temperature, then after 2 h 2-methoxypropene (7.71 g, 107 mmol) was added, then after 72 h the reaction mixture was partitioned between ethyl acetate and sat. aq. sodium hydrogencarbonate solution. The organic layer was dried (MgSO4), filtered, and evaporated. The residue was taken up in dichloromethane... Reactants: CI, CC#N, O=C(CNC1CC1c1ccccc1)NC1CC1. Product: CN(CC(=O)NC1CC1)C1CC1c1ccccc1. RXN SMILES: [CH3:18][I:19].[CH3:20][C:21]#[N:22].[CH:1]1([NH:4][C:5]([CH2:6][NH:7][CH:8]2[CH:9]([c:11]3[cH:12][cH:13][cH:14][cH:15][cH:16]3)[CH2:10]2)=[O:17])[CH2:2][CH2:3]1>>[CH:1]1([NH:4][C:5]([CH2:6][N:7]([CH:8]2[CH:9]([c:11]3[cH:12][cH:13][cH:14][cH:15][cH:16]3)[CH2:10]2)[CH3:18])=[O:17])[CH2:2][CH2:3]1. Starting materials: ClC1=CC=C(C=C1)[C@H](CC)NCCC1(CCC2(OCC(CO2)(C)C)CC1)O (9-{2-[(S)-1-(4-chloro-phenyl)-propylamino]-ethyl}-3,3-dimethyl-1,5-dioxa-spiro[5.5]undecan-9-ol), ClC(Cl)(OC(OC(Cl)(Cl)Cl)=O)Cl (triphosgene), crude product, ClC1=CC=C(C=C1)[C@H](CC)N1C(OC2(CC1)CCC1(OCC(CO1)(C)C)CC2)=O (3-[(S)-1-(4-chloro-phenyl)-propyl]-12,12-dimethyl-1,10,14-trioxa-3-aza-dispiro[5.2.5.2]hexadecan-2-one), Intermediate 2, Intermediate 2. Product: ClC1=CC=C(C=C1)[C@H](CC)N1C(OC2(CC1)CCC(CC2)=O)=O (3-[(S)-1-(4-Chloro-phenyl)-propyl]-1-oxa-3-aza-spiro[5.5]undecane-2,9-dione). RXN SMILES: ClC1C=CC([C@@H](NCCC2(O)CCC3(OCC(C)(C)CO3)CC2)CC)=CC=1.ClC(Cl)(OC(=O)OC(Cl)(Cl)Cl)Cl.[Cl:40][C:41]1[CH:46]=[CH:45][C:44]([C@@H:47]([N:50]2[CH2:55][CH2:54][C:53]3([CH2:67][CH2:66][C:58]4(OCC(C)(C)C[O:59]4)[CH2:57][CH2:56]3)[O:52][C:51]2=[O:68])[CH2:48][CH3:49])=[CH:43][CH:42]=1>>[Cl:40][C:41]1[CH:46]=[CH:45][C:44]([C@@H:47]([N:50]2[CH2:55][CH2:54][C:53]3([CH2:67][CH2:66][C:58](=[O:59])[CH2:57][CH2:56]3)[O:52][C:51]2=[O:68])[CH2:48][CH3:49])=[CH:43][CH:42]=1. Procedure details: The title compound is prepared from 9-{2-[(S)-1-(4-chloro-phenyl)-propylamino]-ethyl}-3,3-dimethyl-1,5-dioxa-spiro[5.5]undecan-9-ol and triphosgene following a procedure analogous to that described in Step 4 of Intermediate 2; the crude product, a mixture of the title compound and 3-[(S)-1-(4-chloro-phenyl)-propyl]-12,12-dimethyl-1,10,14-trioxa-3-aza-dispiro[5.2.5.2]hexadecan-2-one, obtained after that is treated as described in Step 10 of Intermediate 2 to convert the intermediate to the title ... Starting materials: CO, C=Cc1cn(S(=O)(=O)c2ccccc2)c2ncc(NC(=O)c3c(F)ccc(NS(=O)(=O)CCC)c3F)cc12, [K+], [K+], O=C([O-])[O-], O. RXN SMILES: [CH3:45][OH:46].[F:1][c:2]1[c:3]([C:4](=[O:5])[NH:6][c:7]2[cH:8][c:9]3[c:10]([n:11][cH:12]2)[n:13]([S:18]([c:19]2[cH:20][cH:21][cH:22][cH:23][cH:24]2)(=[O:25])=[O:26])[cH:14][c:15]3[CH:16]=[CH2:17])[c:27]([F:38])[cH:28][cH:29][c:30]1[NH:31][S:32](=[O:33])(=[O:34])[CH2:35][CH2:36][CH3:37].[K+:39].[K+:40].[O-:41][C:42]([O-:43])=[O:44].[OH2:47]>>[F:1][c:2]1[c:3]([C:4](=[O:5])[NH:6][c:7]2[cH:8][c:9]3[c:10]([n:11][cH:12]2)[nH:13][cH:14][c:15]3[CH:16]=[CH2:17])[c:27]([F:38])[cH:28][cH:29][c:30]1[NH:31][S:32](=[O:33])(=[O:34])[CH2:35][CH2:36][CH3:37]. The product is C=Cc1c[nH]c2ncc(NC(=O)c3c(F)ccc(NS(=O)(=O)CCC)c3F)cc12. Starting materials: CO (methanol), O[C@@H]1C[C@@H]2CC[C@H]3[C@@H]4CC[C@@H]([C@@]4(C)CC[C@@H]3[C@]2(CC1)C)OC (3β-hydroxy-17β-methoxy-5α-androstane), ClN1C(CCC1=O)=O (N-chlorosuccinimide), C1(=CC=CC=C1)P(C1=CC=CC=C1)C1=CC=CC=C1 (triphenylphosphine), ClN1C(CCC1=O)=O (N-chlorosuccinimide). Solvent: C1CCOC1 (THF), C1CCOC1 (THF). Reaction conditions: time 2 hour. The product is Cl[C@H]1C[C@@H]2CC[C@H]3[C@@H]4CC[C@@H]([C@@]4(C)CC[C@@H]3[C@]2(CC1)C)OC (3α-Chloro-17β-methoxy-5α-androstane). Reaction SMILES: C1(P(C2C=CC=CC=2)C2C=CC=CC=2)C=CC=CC=1.[Cl:20]N1C(=O)CCC1=O.O[C@H:29]1[CH2:46][CH2:45][C@@:44]2([CH3:47])[C@@H:31]([CH2:32][CH2:33][C@@H:34]3[C@@H:43]2[CH2:42][CH2:41][C@@:39]2([CH3:40])[C@H:35]3[CH2:36][CH2:37][C@@H:38]2[O:48][CH3:49])[CH2:30]1.CO>C1COCC1>[Cl:20][C@@H:29]1[CH2:46][CH2:45][C@@:44]2([CH3:47])[C@@H:31]([CH2:32][CH2:33][C@@H:34]3[C@@H:43]2[CH2:42][CH2:41][C@@:39]2([CH3:40])[C@H:35]3[CH2:36][CH2:37][C@@H:38]2[O:48][CH3:49])[CH2:30]1. Procedure: A solution of triphenylphosphine (8.22 g.) in THF (80 ml.) is added dropwise to N-chlorosuccinimide (4.18 g.) with stirring and cooling so that the temperature remains below 30°. A solution of 3β-hydroxy-17β-methoxy-5α-androstane (Example 27, 4.8 g.) in THF (50 ml.) is slowly added to the N-chlorosuccinimide mixture. After 2 hours, methanol is added and the mixture is filtered to obtain the title compound (recrystallized from acetone): m.p. 151°-154°; NMR (CDCl3) 0.74, 0.78, 3.20, 3.33 and 4.47 ... The reactants are ClC=1C=CC(=C(C=O)C1)OCC(F)(F)F (5-Chloro-2-(2,2,2-trifluoro-ethoxy)-benzaldehyde), ClC1=CC=C2CC(NC2=C1)=O (6-chlorooxindole), N1CCCC1 (pyrrolidine). The solvent is CO (methanol). Conditions: temperature 70 celsius. Yields the product ClC1=CC=C2C(C(NC2=C1)=O)=CC1=C(C=CC(=C1)Cl)OCC(F)(F)F (6-Chloro-3-[5-chloro-2-(2,2,2-trifluoro-ethoxy)-benzylidene]-1,3-dihydro-indol-2-one). Isolated yield 71.7%. RXN SMILES: [Cl:1][C:2]1[CH:3]=[CH:4][C:5]([O:10][CH2:11][C:12]([F:15])([F:14])[F:13])=[C:6]([CH:9]=1)[CH:7]=O.[Cl:16][C:17]1[CH:25]=[C:24]2[C:20]([CH2:21][C:22](=[O:26])[NH:23]2)=[CH:19][CH:18]=1.N1CCCC1>CO>[Cl:16][C:17]1[CH:25]=[C:24]2[C:20]([C:21](=[CH:7][C:6]3[CH:9]=[C:2]([Cl:1])[CH:3]=[CH:4][C:5]=3[O:10][CH2:11][C:12]([F:15])([F:14])[F:13])[C:22](=[O:26])[NH:23]2)=[CH:19][CH:18]=1. Procedure details: 5-Chloro-2-(2,2,2-trifluoro-ethoxy)-benzaldehyde (4 g, 16 mmol) and 6-chlorooxindole (2.8 g, 16 mmol) were mixed in anhydrous methanol (20 mL). Then pyrrolidine (1.32 mL, 16 mmol) was added slowly at r.t. The mixture was heated to 70° C. for 3 h and cooled to room temperature. The precipitate was collected by filtration to give title compound as a yellow solid (Yield: 4.45 g, 72%).